This data is from the Open Reaction Database (ORD), a public repository of structured organic reaction records. The task is: describe an organic reaction: reactants, conditions, products, and yield Starting materials: ClCCl, C=C(C)C(=O)O, ClC(c1ccccc1)(c1ccccc1)c1ccccc1. Product: C=C(C)C(=O)OC(c1ccccc1)(c1ccccc1)c1ccccc1. As a reaction SMILES: [CH2:27]([Cl:28])[Cl:29].[CH3:1][C:2](=[CH2:3])[C:4]([OH:5])=[O:6].[c:7]1([C:13]([c:14]2[cH:15][cH:16][cH:17][cH:18][cH:19]2)([c:20]2[cH:21][cH:22][cH:23][cH:24][cH:25]2)[Cl:26])[cH:8][cH:9][cH:10][cH:11][cH:12]1>>[CH3:1][C:2](=[CH2:3])[C:4]([O:5][C:13]([c:7]1[cH:8][cH:9][cH:10][cH:11][cH:12]1)([c:14]1[cH:15][cH:16][cH:17][cH:18][cH:19]1)[c:20]1[cH:21][cH:22][cH:23][cH:24][cH:25]1)=[O:6]. The reactants are O=c1cc(-c2cccc(Cl)c2)c2cc(Br)ccc2[nH]1, O=P(Cl)(Cl)Cl. Product: Clc1cccc(-c2cc(Cl)nc3ccc(Br)cc23)c1. RXN SMILES: [Br:1][c:2]1[cH:3][c:4]2[c:5](-[c:13]3[cH:14][c:15]([Cl:19])[cH:16][cH:17][cH:18]3)[cH:6][c:7](=[O:12])[nH:8][c:9]2[cH:10][cH:11]1.[P:20]([Cl:21])([Cl:22])([Cl:23])=[O:24]>>[Br:1][c:2]1[cH:3][c:4]2[c:5](-[c:13]3[cH:14][c:15]([Cl:19])[cH:16][cH:17][cH:18]3)[cH:6][c:7]([Cl:22])[n:8][c:9]2[cH:10][cH:11]1.